Task: describe an organic reaction: reactants, conditions, products, and yield. Dataset: the Open Reaction Database (ORD), a public repository of structured organic reaction records Starting materials: C(C1=CC=CC=C1)NC(=O)CC(CC(CCC1C(C=CC2=CC(CC(C12)OC(C(CC)C)=O)C)C)=O)O[Si](C)(C)C(C)(C)C (2-methyl-butyric acid 8-[6-benzylcarbamoyl-5-(tert.-butyl-dimethyl-silanyloxy)-3-oxo-hexyl]-3,7-dimethyl-1,2,3,7,8,8a-hexahydro-naphthalen-1-yl ester), FC(C(=O)O)(F)F (trifluoroacetic acid). Run in C(Cl)Cl (methylene chloride). The product is C(C1=CC=CC=C1)N1C(=CC=CC1=O)CCC1C(C=CC2=CC(CC(C12)OC(C(CC)C)=O)C)C (2-Methyl-butyric Acid 8-[2-(1-Benzyl-6-oxo-1,6-dihydro-pyridin-2-yl)-ethyl]-3,7-dimethyl-1,2,3,7,8,8a-hexahydro-naphthalen-1-yl Ester). As a reaction SMILES: [CH2:1]([NH:8][C:9]([CH2:11][CH:12](O[Si](C(C)(C)C)(C)C)[CH2:13][C:14](=O)[CH2:15][CH2:16][CH:17]1[CH:26]2[C:21](=[CH:22][CH:23]([CH3:34])[CH2:24][CH:25]2[O:27][C:28](=[O:33])[CH:29]([CH3:32])[CH2:30][CH3:31])[CH:20]=[CH:19][CH:18]1[CH3:35])=[O:10])[C:2]1[CH:7]=[CH:6][CH:5]=[CH:4][CH:3]=1.FC(F)(F)C(O)=O>C(Cl)Cl>[CH2:1]([N:8]1[C:9](=[O:10])[CH:11]=[CH:12][CH:13]=[C:14]1[CH2:15][CH2:16][CH:17]1[CH:26]2[C:21](=[CH:22][CH:23]([CH3:34])[CH2:24][CH:25]2[O:27][C:28](=[O:33])[CH:29]([CH3:32])[CH2:30][CH3:31])[CH:20]=[CH:19][CH:18]1[CH3:35])[C:2]1[CH:3]=[CH:4][CH:5]=[CH:6][CH:7]=1. Procedure: To a stirred solution of 200 mg (0.32 mmol) 2-methyl-butyric acid 8-[6-benzylcarbamoyl-5-(tert.-butyl-dimethyl-silanyloxy)-3-oxo-hexyl]-3,7-dimethyl-1,2,3,7,8,8a-hexahydro-naphthalen-1-yl ester in 5 ml methylene chloride are added 0.3 g (2.6 mmol) trifluoroacetic acid. After 2 hours at room temperature the reaction mixture is quenched with saturated aqeous sodium bicarbonate. The aqueous phase is separated and extracted twice with ethyl acetate. The combined organic phases are dried over sodium ... The reactants are C([O-])([O-])=O.[K+].[K+] (potassium carbonate), NC=1C=C(C(=O)OCC)C=CC1 (ethyl 3-aminobenzoate), C(C)OC(OCC)OCC (tri(ethoxy)methane), [N-]=[N+]=[N-].[Na+] (sodium azide). Run in C(C)(=O)O (acetic acid), O (water). Run at time 5 hour. Product: N1(N=NN=C1)C=1C=C(C(=O)OCC)C=CC1 (ethyl 3-(1H-tetrazol-1-yl)benzoate). RXN SMILES: [NH2:1][C:2]1[CH:3]=[C:4]([CH:10]=[CH:11][CH:12]=1)[C:5]([O:7][CH2:8][CH3:9])=[O:6].C(OC(OCC)OCC)C.[N-:23]=[N+:24]=[N-:25].[Na+].[C:27](=O)([O-])[O-].[K+].[K+]>C(O)(=O)C.O>[N:1]1([C:2]2[CH:3]=[C:4]([CH:10]=[CH:11][CH:12]=2)[C:5]([O:7][CH2:8][CH3:9])=[O:6])[CH:27]=[N:25][N:24]=[N:23]1 |f:2.3,4.5.6|. Reported procedure: The mixture of ethyl 3-aminobenzoate (3.0 g), tri(ethoxy)methane (3.0 ml) and sodium azide (1.2 g) in acetic acid (30 ml) was stirred for 5 hours at 60°-70° C. To the reaction mixture was added water and the mixture was adjusted to pH 8 with potassium carbonate. The isolated precipitate was collected by filtration and the precipitate was dissolved in a mixture of ethyl acetate and tetrahydrofuran. The mixture was washed with water, dried over magnesium sulfate and evaporated in vacuo. The residu... Starting materials: C=1C=CC2=C(C1)N=NN2O (HOBT), COC=1C=C(C=CC1N1C=NC(=C1)C)/C=C/C(=O)O ((E)-3-[3-methoxy-4-(4-methyl-1H-imidazol-1-yl)phenyl]acrylic acid), C(NN)(=O)OC(C)(C)C (tert-butyl carbazate), C(C)(C)N(CC)C(C)C (IPEA), O.C([O-])(O)=O.[Na+] (sodium bicarbonate water). The solvent is CN(C)C=O (DMF), C(CCl)Cl (EDC), C(C)(=O)OCC (Ethyl acetate). Run at time 15 hour. The product is COC=1C=C(C=CC1N1C=NC(=C1)C)/C=C/C(=O)NNC(=O)OC(C)(C)C (tert-butyl N′-{(E)-3-[3-methoxy-4-(4-methyl-1H-imidazol-1-yl)phenyl]acryloyl}hydrazinecarboxylate). Isolated yield 87.5%. RXN SMILES: C1C=CC2N(O)N=NC=2C=1.[CH3:11][O:12][C:13]1[CH:14]=[C:15](/[CH:25]=[CH:26]/[C:27]([OH:29])=O)[CH:16]=[CH:17][C:18]=1[N:19]1[CH:23]=[C:22]([CH3:24])[N:21]=[CH:20]1.[C:30]([O:34][C:35]([CH3:38])([CH3:37])[CH3:36])(=[O:33])[NH:31][NH2:32].C(N(C(C)C)CC)(C)C.O.C(=O)(O)[O-].[Na+]>CN(C=O)C.C(OCC)(=O)C.C(Cl)CCl>[CH3:11][O:12][C:13]1[CH:14]=[C:15](/[CH:25]=[CH:26]/[C:27]([NH:32][NH:31][C:30]([O:34][C:35]([CH3:38])([CH3:37])[CH3:36])=[O:33])=[O:29])[CH:16]=[CH:17][C:18]=1[N:19]1[CH:23]=[C:22]([CH3:24])[N:21]=[CH:20]1 |f:4.5.6|. Procedure: HOBT (420 mg) and EDC (590 mg) were sequentially added to a solution of (E)-3-[3-methoxy-4-(4-methyl-1H-imidazol-1-yl)phenyl]acrylic acid (530 mg), tert-butyl carbazate (271 mg) and IPEA (0.71 mL) in DMF (10 mL), and the reaction solution was stirred at room temperature for 15 hours. Ethyl acetate and saturated sodium bicarbonate water were added to the reaction solution, and the organic layer was separated. The resulting organic layer was dried over anhydrous magnesium sulfate and then concentr... The reactants are Cc1cc(N)no1, CO, CCN(C(C)C)C(C)C, CNC(=O)c1c(-c2ccc(F)cc2)oc2ccc(-c3cccc(C(=O)NC(C)(C)C(=O)O)c3)cc12, [H-], [Na+], CN(C)C=O. Yields the product CNC(=O)c1c(-c2ccc(F)cc2)oc2ccc(-c3cccc(C(=O)NC(C)(C)C(=O)Nc4cc(C)on4)c3)cc12. Reaction SMILES: [CH3:45][c:46]1[cH:47][c:48]([NH2:51])[n:49][o:50]1.[CH3:59][OH:60].[CH:1]([N:2]([CH2:3][CH3:4])[CH:5]([CH3:6])[CH3:7])([CH3:8])[CH3:9].[F:10][c:11]1[cH:12][cH:13][c:14](-[c:17]2[o:18][c:19]3[c:20]([c:21]2[C:22]([NH:23][CH3:24])=[O:25])[cH:26][c:27](-[c:30]2[cH:31][c:32]([C:33](=[O:34])[NH:35][C:36]([C:37](=[O:38])[OH:39])([CH3:40])[CH3:41])[cH:42][cH:43][cH:44]2)[cH:28][cH:29]3)[cH:15][cH:16]1.[H-:53].[Na+:52].[O:54]=[CH:55][N:56]([CH3:57])[CH3:58]>>[F:10][c:11]1[cH:12][cH:13][c:14](-[c:17]2[o:18][c:19]3[c:20]([c:21]2[C:22]([NH:23][CH3:24])=[O:25])[cH:26][c:27](-[c:30]2[cH:31][c:32]([C:33](=[O:34])[NH:35][C:36]([C:37](=[O:39])[NH:51][c:48]4[cH:47][c:46]([CH3:45])[o:50][n:49]4)([CH3:40])[CH3:41])[cH:42][cH:43][cH:44]2)[cH:28][cH:29]3)[cH:15][cH:16]1. Starting materials: CCO, CCOC(=O)CCCCc1ccc(C)o1, [Li+], [OH-], O. Yields the product Cc1ccc(CCCCC(=O)O)o1. RXN SMILES: [CH3:19][CH2:20][OH:21].[CH3:1][c:2]1[cH:3][cH:4][c:5]([CH2:7][CH2:8][CH2:9][CH2:10][C:11](=[O:12])[O:13][CH2:14][CH3:15])[o:6]1.[Li+:18].[OH-:17].[OH2:16]>>[CH3:1][c:2]1[cH:3][cH:4][c:5]([CH2:7][CH2:8][CH2:9][CH2:10][C:11](=[O:12])[OH:13])[o:6]1. The reactants are BrB(Br)Br, COc1ccc(C=C(C#N)C(=O)Nc2ccccc2)c2c1CCCC2, ClCCl. The product is N#CC(=Cc1ccc(O)c2c1CCCC2)C(=O)Nc1ccccc1. RXN SMILES: [B:26]([Br:27])([Br:28])[Br:29].[CH3:1][O:2][c:3]1[cH:4][cH:5][c:6]([CH:13]=[C:14]([C:15](=[O:16])[NH:17][c:18]2[cH:19][cH:20][cH:21][cH:22][cH:23]2)[C:24]#[N:25])[c:7]2[c:12]1[CH2:11][CH2:10][CH2:9][CH2:8]2.[Cl:30][CH2:31][Cl:32]>>[OH:2][c:3]1[cH:4][cH:5][c:6]([CH:13]=[C:14]([C:15](=[O:16])[NH:17][c:18]2[cH:19][cH:20][cH:21][cH:22][cH:23]2)[C:24]#[N:25])[c:7]2[c:12]1[CH2:11][CH2:10][CH2:9][CH2:8]2. The reactants are CC(C)(C)O, CC(C)(C)[O-], CI, COc1cc2c(c(C)c1C)C(=O)C(C1CCCC1)CC2, [K+]. The product is COc1cc2c(c(C)c1C)C(=O)C(C)(C1CCCC1)CC2. Reaction SMILES: [C:29]([OH:30])([CH3:31])([CH3:32])[CH3:33].[CH3:21][C:22]([CH3:23])([O-:24])[CH3:25].[CH3:27][I:28].[CH:1]1([CH:6]2[C:7](=[O:20])[c:8]3[c:9]([CH3:19])[c:10]([CH3:18])[c:11]([O:16][CH3:17])[cH:12][c:13]3[CH2:14][CH2:15]2)[CH2:2][CH2:3][CH2:4][CH2:5]1.[K+:26]>>[CH:1]1([C:6]2([CH3:21])[C:7](=[O:20])[c:8]3[c:9]([CH3:19])[c:10]([CH3:18])[c:11]([O:16][CH3:17])[cH:12][c:13]3[CH2:14][CH2:15]2)[CH2:2][CH2:3][CH2:4][CH2:5]1. Reactants: β-hydroxyamide, C1(CC1)C(=O)C=CC1=CC=C(C=C1)C#N (4-Cyanophenylvinyl cyclopropyl ketone), C(C)(=O)OC(C)C (isopropyl acetate), S(=O)(Cl)Cl (thionyl chloride). Run in O (water). Run at time 2 hour. The product is OC1=CC=C(C=C1)C=1OCCN1 (4,5-dihydro-2-(4-hydroxyphenyl)oxazole). The yield is 91.5%. Reaction SMILES: C1(C(C=C[C:8]2[CH:13]=[CH:12][C:11]([C:14]#[N:15])=[CH:10][CH:9]=2)=O)CC1.[C:16](OC(C)C)(=[O:18])[CH3:17].S(Cl)(Cl)=[O:24]>O>[OH:24][C:8]1[CH:9]=[CH:10][C:11]([C:14]2[O:18][CH2:16][CH2:17][N:15]=2)=[CH:12][CH:13]=1. Reported procedure: A 22 liter, three-necked flask was charged with 634 g (3.5 moles) of the β-hydroxyamide of part (a) and 5.2 liters of isopropyl acetate. The flask was cooled externally in a bath with tap water (10°-15° C.) and 390 ml (5.25 moles) of thionyl chloride was added to the stirred suspension over 45 minutes. A mild exotherm was apparent, but the temperature was maintained between 25° and 30° C. After stirring 2 hr at ambient temperature, the suspension was filtered and the cake washed with isopropyl a... The reactants are S(O)(O)(=O)=O (sulphuric acid), CO (methanol), C(C)OCOC=1C=C(C=C(C1)OCOCC)C=CC=1C=C(C=CC1)C(C)(CCCCCC(C)(OC1OCCCC1)C)O (2-{3-[2-(3,5-bis-ethoxymethoxyphenyl)vinyl]phenyl}-8-methyl-8-(tetrahydropyran-2-yloxy)nonan-2-ol), CO (methanol). The solvent is C1CCOC1 (THF). The product is OC(CCCCCC(C)(OC)C=1C=C(C=CC1)C=CC=1C=C(C=C(C1)O)O)(C)C (5-{2-[3-(7-Hydroxy-1-methoxy-1,7-dimethyloctyl)phenyl]vinyl}benzene-1,3-diol). As a reaction SMILES: S(=O)(=O)(O)O.C(OC[O:10][C:11]1[CH:12]=[C:13]([CH:22]=[CH:23][C:24]2[CH:25]=[C:26]([C:30]([OH:47])([CH2:32][CH2:33][CH2:34][CH2:35][CH2:36][C:37]([CH3:46])([O:39]C3CCCCO3)[CH3:38])[CH3:31])[CH:27]=[CH:28][CH:29]=2)[CH:14]=[C:15]([O:17]COCC)[CH:16]=1)C.[CH3:48]O>C1COCC1>[OH:39][C:37]([CH3:38])([CH3:46])[CH2:36][CH2:35][CH2:34][CH2:33][CH2:32][C:30]([C:26]1[CH:25]=[C:24]([CH:23]=[CH:22][C:13]2[CH:14]=[C:15]([OH:17])[CH:16]=[C:11]([OH:10])[CH:12]=2)[CH:29]=[CH:28][CH:27]=1)([O:47][CH3:48])[CH3:31]. Procedure details: In a manner similar to Example 1(j), by reacting 0.2 ml of concentrated sulphuric acid in 3 ml of methanol with 350 mg (0.6 mmol) of 2-{3-[2-(3,5-bis-ethoxymethoxyphenyl)vinyl]phenyl}-8-methyl-8-(tetrahydropyran-2-yloxy)nonan-2-ol in 3 ml of methanol and 3 ml of THF, after purification on a silica column (ethyl acetate 60-heptane 40), white crystals (m=76 mg; Y=32%) are obtained. m.p.=65-75° C.